This data is from the Open Reaction Database (ORD), a public repository of structured organic reaction records. The task is: describe an organic reaction: reactants, conditions, products, and yield Starting materials: [N-]=[N+]=[N-].[Na+] (sodium azide), FC=1C=C2CCC(C2=CC1)=O (5-Fluoro-indan-1-one), [OH-].[Na+] (sodium hydroxide). The solvent is CS(=O)(=O)O (methanesulfonic acid), ClCCl (dichloromethane). Reaction conditions: temperature 0 celsius, time 2 hour. Yields the product FC=1C=C2CCNC(C2=CC1)=O (6-Fluoro-3,4-dihydro-2H-isoquinolin-1-one). Yield: 62.0%. RXN SMILES: [F:1][C:2]1[CH:3]=[C:4]2[C:8](=[CH:9][CH:10]=1)[C:7](=[O:11])[CH2:6][CH2:5]2.[N-:12]=[N+]=[N-].[Na+].[OH-].[Na+]>ClCCl.CS(O)(=O)=O>[F:1][C:2]1[CH:3]=[C:4]2[C:8](=[CH:9][CH:10]=1)[C:7](=[O:11])[NH:12][CH2:6][CH2:5]2 |f:1.2,3.4|. Procedure details: 5-Fluoro-indan-1-one (4.00 g, 26.6 mmol) was dissolved in 40 mL dichloromethane and 40 mL methanesulfonic acid. This was cooled to 0° C. and sodium azide (3.46 g, 53.2 mmol) was added. After 2 hours, the solution was made basic by slowly adding 20% aq. sodium hydroxide. The resulting mixture was partitioned between dichloromethane and water. The dichloromethane layer was dried over anhydrous magnesium sulfate, concentrated in vacuo, and purified by flash chromatography (gradient elution 50 to 10... Starting materials: BrC=1C=C(C=CC1)C=1SC=C(N1)CC(=O)OCC (Ethyl 2-(3-bromophenyl)-4-thiazolylacetate), [NH4+].[OH-] (NH4OH), Example 2, O1CCOCC1 (dioxane). Reaction conditions: time 10 day. Product: BrC=1C=C(C=CC1)C=1SC=C(N1)CC(=O)N (2-(3-Bromophenyl)-4-thiazolylacetamide). Reaction SMILES: [Br:1][C:2]1[CH:3]=[C:4]([C:8]2[S:9][CH:10]=[C:11]([CH2:13][C:14]([O:16]CC)=O)[N:12]=2)[CH:5]=[CH:6][CH:7]=1.O1CCOCC1.[NH4+:25].[OH-]>>[Br:1][C:2]1[CH:3]=[C:4]([C:8]2[S:9][CH:10]=[C:11]([CH2:13][C:14]([NH2:25])=[O:16])[N:12]=2)[CH:5]=[CH:6][CH:7]=1 |f:2.3|. Procedure: Ethyl 2-(3-bromophenyl)-4-thiazolylacetate prepared by the process in Example 2 (10 g) in 75 ml of 28% NH4OH was stirred at room temperature. About 10 ml of dioxane was added to facilitate mixing. After 10 days, the crystalline product was filtered. The yield of product was 8.3 g, mp 150°-152° C. When recrystallized from alcohol, it melted 152°-154° C. Reactants: Cl.ClC1=CC=NC2=CC(=C(C=C12)OC)OCCOC (4-chloro-6-methoxy-7-(2-methoxyethoxy)quinoline hydrochloride), OC=1C=C(N)C=CC1C (3-hydroxy-4-methylaniline). Run at temperature 150 celsius. The product is Cl.OC=1C=C(NC2=CC=NC3=CC(=C(C=C23)OC)OCCOC)C=CC1C (4-(3-hydroxy-4-methylanilino)-6-methoxy-7-(2-methoxyethoxy)quinoline hydrochloride). Procedure: A mixture of 4-chloro-6-methoxy-7-(2-methoxyethoxy)quinoline hydrochloride (250 mg, 0.82 mmol) and 3-hydroxy-4-methylaniline (123 mg, 1 mmol) in DMF (5 ml) was heated at 150° C. for 30 minutes. The mixture was diluted with isopropanol and the resulting solid collected by filtration and washed with isopropanol to give 4-(3-hydroxy-4-methylanilino)-6-methoxy-7-(2-methoxyethoxy)quinoline hydrochloride (168 mg, 58%). Reaction SMILES: Cl.[Cl:2][C:3]1[C:12]2[C:7](=[CH:8][C:9]([O:15][CH2:16][CH2:17][O:18][CH3:19])=[C:10]([O:13][CH3:14])[CH:11]=2)[N:6]=[CH:5][CH:4]=1.[OH:20][C:21]1[CH:22]=[C:23]([CH:25]=[CH:26][C:27]=1[CH3:28])[NH2:24]>CN(C=O)C.C(O)(C)C>[ClH:2].[OH:20][C:21]1[CH:22]=[C:23]([CH:25]=[CH:26][C:27]=1[CH3:28])[NH:24][C:3]1[C:12]2[C:7](=[CH:8][C:9]([O:15][CH2:16][CH2:17][O:18][CH3:19])=[C:10]([O:13][CH3:14])[CH:11]=2)[N:6]=[CH:5][CH:4]=1 |f:0.1,5.6|. Run in CN(C)C=O (DMF), C(C)(C)O (isopropanol). Yield: 52.4%. Reactants: F[B-](F)(F)F, CC(C)(C)OC(=O)N1CCCC(C(=O)O)C1, CCCc1ccc(OC)c(-c2csc(N)n2)c1, CCOC(C)=O, CCN(C(C)C)C(C)C, CN(C)C=O, On1nnc2ccccc21, CN(C)C(On1nnc2ccccc21)=[N+](C)C. Yields the product CCCc1ccc(OC)c(-c2csc(NC(=O)C3CCCN(C(=O)OC(C)(C)C)C3)n2)c1. Reaction SMILES: [B-:1]([F:2])([F:3])([F:4])[F:5].[C:33](=[O:34])([O:35][C:36]([CH3:37])([CH3:38])[CH3:39])[N:40]1[CH2:41][CH:42]([C:43](=[O:44])[OH:45])[CH2:46][CH2:47][CH2:48]1.[CH3:58][O:59][c:60]1[c:61](-[c:69]2[n:70][c:71]([NH2:74])[s:72][cH:73]2)[cH:62][c:63]([CH2:66][CH2:67][CH3:68])[cH:64][cH:65]1.[CH3:80][CH2:81][O:82][C:83]([CH3:84])=[O:85].[CH:49]([N:50]([CH2:51][CH3:52])[CH:53]([CH3:54])[CH3:55])([CH3:56])[CH3:57].[O:75]=[CH:76][N:77]([CH3:78])[CH3:79].[OH:23][n:24]1[c:25]2[c:26]([cH:27][cH:28][cH:29][cH:30]2)[n:31][n:32]1.[n:6]1([O:7][C:8]([N:9]([CH3:10])[CH3:11])=[N+:12]([CH3:13])[CH3:14])[c:15]2[cH:16][cH:17][cH:18][cH:19][c:20]2[n:21][n:22]1>>[C:33](=[O:34])([O:35][C:36]([CH3:37])([CH3:38])[CH3:39])[N:40]1[CH2:41][CH:42]([C:43](=[O:45])[NH:74][c:71]2[n:70][c:69](-[c:61]3[c:60]([O:59][CH3:58])[cH:65][cH:64][c:63]([CH2:66][CH2:67][CH3:68])[cH:62]3)[cH:73][s:72]2)[CH2:46][CH2:47][CH2:48]1. Starting materials: Cl, [Li+], C1CCOC1, [OH-], O, O, CCOC(=O)C=Cc1ccc2ccccc2c1. The product is O=C(O)C=Cc1ccc2ccccc2c1. Reaction SMILES: [ClH:26].[Li+:25].[O:18]1[CH2:19][CH2:20][CH2:21][CH2:22]1.[OH-:24].[OH2:23].[OH2:27].[cH:1]1[c:2]([CH:11]=[CH:12][C:13](=[O:14])[O:15][CH2:16][CH3:17])[cH:3][cH:4][c:5]2[cH:6][cH:7][cH:8][cH:9][c:10]12>>[cH:1]1[c:2]([CH:11]=[CH:12][C:13](=[O:14])[OH:15])[cH:3][cH:4][c:5]2[cH:6][cH:7][cH:8][cH:9][c:10]12.